From a dataset of the Open Reaction Database (ORD), a public repository of structured organic reaction records. describe an organic reaction: reactants, conditions, products, and yield The reactants are CS(=O)C1=NC=CC(=N1)C1=C(N=C(S1)N)C1=CC=CC=C1 (5-(2-methylsulfinyl-pyrimidin-4-yl)-4-phenyl-2-amino-thiazole), IC=1C=C(N)C=CC1 (m-iodoaniline). Reagents/catalysts: B(F)(F)F.CCOCC (boron trifluoride diethyl etherate). The product is NC=1SC(=C(N1)C1=CC=CC=C1)C1=NC(=NC=C1)NC1=CC(=CC=C1)I (N-[4-(2-Amino-4-phenyl-thiazol-5-yl)-pyrimidin-2-yl]-N-(3-iodo-phenyl)-amine). RXN SMILES: CS([C:4]1[N:9]=[C:8]([C:10]2[S:14][C:13]([NH2:15])=[N:12][C:11]=2[C:16]2[CH:21]=[CH:20][CH:19]=[CH:18][CH:17]=2)[CH:7]=[CH:6][N:5]=1)=O.[I:22][C:23]1[CH:24]=[C:25]([CH:27]=[CH:28][CH:29]=1)[NH2:26]>B(F)(F)F.CCOCC>[NH2:15][C:13]1[S:14][C:10]([C:8]2[CH:7]=[CH:6][N:5]=[C:4]([NH:26][C:25]3[CH:27]=[CH:28][CH:29]=[C:23]([I:22])[CH:24]=3)[N:9]=2)=[C:11]([C:16]2[CH:21]=[CH:20][CH:19]=[CH:18][CH:17]=2)[N:12]=1 |f:2.3|. Procedure details: A mixture of 5-(2-methylsulfinyl-pyrimidin-4-yl)-4-phenyl-2-amino-thiazole (2.0 g, 6.3 mmol) and m-iodoaniline (7.0 g, 31.6 mmol) is heated at +100° C. After the addition of boron trifluoride diethyl etherate (3 drops) the solution is heated at +150° C. for half an hour. On cooling the product starts to crystallize. The N-[4-(2-amino-4-phenyl-thiazol-5-yl)-pyrimidin-2-yl]-N-(3-iodo-phenyl)-amine after chromatography (eluent: 2:1 mixture of ethyl acetate/hexane) has a m.p. of 243–244° C. The reactants are C(#N)C1=CC=C(S1)C(C)O ((±)-1-[5-cyano-thiophen-2-yl]-ethanol), [H-].[Al+3].[Li+].[H-].[H-].[H-] (lithium aluminum hydride). Run in O1CCCC1 (tetrahydrofuran), O1CCCC1 (tetrahydrofuran). Reaction conditions: temperature 0 celsius. Yields the product NCC1=CC=C(S1)C(C)O ((±)-1-[5-aminomethyl-thiophen-2-yl]-ethanol). The yield is 75.5%. RXN SMILES: [C:1]([C:3]1[S:7][C:6]([CH:8]([OH:10])[CH3:9])=[CH:5][CH:4]=1)#[N:2].[H-].[Al+3].[Li+].[H-].[H-].[H-]>O1CCCC1>[NH2:2][CH2:1][C:3]1[S:7][C:6]([CH:8]([OH:10])[CH3:9])=[CH:5][CH:4]=1 |f:1.2.3.4.5.6|. Reported procedure: To a stirred solution of 400 mg (2.61 mmol) (±)-1-[5-cyano-thiophen-2-yl]-ethanol in 20 ml tetrahydrofuran at 0° C. was added drop-wise 8 ml (8.10 mmol) 1.0M lithium aluminum hydride in tetrahydrofuran. The mixture was refluxed for 1 h., cooled to 0° C., then quenched with methanol added drop-wise. The mixture was diluted with chloroform and washed with water. The resulting emulsion was filtered through Celite and the filtrate layers separated. The organic extract was dried (MgSO4) then concentr...